This data is from the Open Reaction Database (ORD), a public repository of structured organic reaction records. The task is: describe an organic reaction: reactants, conditions, products, and yield Starting materials: C1CCOC1, N#Cc1cc(Cl)nc(Oc2c(Cl)ccc(CN=[N+]=[N-])c2F)c1, O, c1ccc(P(c2ccccc2)c2ccccc2)cc1. Product: N#Cc1cc(Cl)nc(Oc2c(Cl)ccc(CN)c2F)c1. As a reaction SMILES: [CH2:43]1[O:44][CH2:45][CH2:46][CH2:47]1.[N:1](=[N+:2]=[N-:3])[CH2:4][c:5]1[c:6]([F:22])[c:7]([O:12][c:13]2[n:14][c:15]([Cl:21])[cH:16][c:17]([C:19]#[N:20])[cH:18]2)[c:8]([Cl:11])[cH:9][cH:10]1.[OH2:42].[c:23]1([P:24]([c:25]2[cH:26][cH:27][cH:28][cH:29][cH:30]2)[c:31]2[cH:32][cH:33][cH:34][cH:35][cH:36]2)[cH:37][cH:38][cH:39][cH:40][cH:41]1>>[NH2:1][CH2:4][c:5]1[c:6]([F:22])[c:7]([O:12][c:13]2[n:14][c:15]([Cl:21])[cH:16][c:17]([C:19]#[N:20])[cH:18]2)[c:8]([Cl:11])[cH:9][cH:10]1. Starting materials: salt, C(C=C)(=O)Cl (acryloyl chloride), C(C=1C(O)=CC=CC1)(=O)[O-].[K+] (potassium salicylate), C(C=1C(O)=CC=CC1)(=O)O (salicylic acid), solution, FC(C(=O)O)(F)F (trifluoroacetic acid), [OH-].[K+] (Potassium hydroxide). Run in O (water), C(C)OCC (diethyl ether), C1=CC=CC=C1 (benzene), CO (methanol). Reaction conditions: time 2 hour. Yields the product C(C=C)(=O)OC=1C(C(=O)O)=CC=CC1 (Acryloylsalicylic Acid). RXN SMILES: [OH-].[K+].[C:3]([OH:12])(=[O:11])[C:4]1[C:5](=[CH:7][CH:8]=[CH:9][CH:10]=1)[OH:6].[C:13]([O-])(=O)[C:14]1[C:15](=CC=CC=1)[OH:16].[K+].C(Cl)(=O)C=C.FC(F)(F)C(O)=O>CO.C1C=CC=CC=1.O.C(OCC)C>[C:15]([O:6][C:5]1[C:4](=[CH:10][CH:9]=[CH:8][CH:7]=1)[C:3]([OH:12])=[O:11])(=[O:16])[CH:14]=[CH2:13] |f:0.1,3.4|. Procedure: Potassium hydroxide (11.2 g, 0.2 mole) was dissolved in 50 ml of methanol and salicylic acid (13.8 g, 0.1 mole) was added. The formed precipitate was separated and dried in vacuum. The precipitate (0.1 mole, 17.6 g) of potassium salicylate was dissolved in 50 ml of benzene, heated to boiling and acryloyl chloride (22.1 g, 0.2 mole) was added with intense stirring for 2 hours. The formed precipitate was centrifuged, the benzene solution was evaporated using a rotor evaporator and the formed solid... Starting materials: C1=C(C=CS1)C(=O)C1=C(C(=O)O)C=CC=C1 (o-(3-thenoyl)benzoic acid), O.NN (hydrazine hydrate). Run in C(C)O (ethanol). The product is S1C=C(C=C1)C1=NNC(C2=CC=CC=C12)=O (4-(3-thienyl)-1-phthalazinone). Isolated yield 51.4%. RXN SMILES: [CH:1]1[S:5][CH:4]=[CH:3][C:2]=1[C:6]([C:8]1[CH:16]=[CH:15][CH:14]=[CH:13][C:9]=1[C:10](O)=[O:11])=O.O.[NH2:18][NH2:19]>C(O)C>[S:5]1[CH:4]=[CH:3][C:2]([C:6]2[C:8]3[C:9](=[CH:13][CH:14]=[CH:15][CH:16]=3)[C:10](=[O:11])[NH:19][N:18]=2)=[CH:1]1 |f:1.2|. Procedure: 1.8 g of o-(3-thenoyl)benzoic acid and 580 mg of hydrazine hydrate were dissolved in 20 ml of ethanol, and the solution was refluxed for 4 hours. After cooling the solution, it was crystallized by adding ether, thereby obtaining 910 mg of 4-(3-thienyl)-1-phthalazinone. As a reaction SMILES: [NH:1](C(OCC1C=CC=CC=1)=O)[C@H:2]([C:6]([NH:8][C@H:9]([C:17]([OH:19])=[O:18])[CH2:10][C:11]1[CH:16]=[CH:15][CH:14]=[CH:13][CH:12]=1)=[O:7])[CH:3]([CH3:5])[CH3:4].[N:30]1([NH-:36])[CH2:35][CH2:34][O:33][CH2:32][CH2:31]1>CO.[Pd]>[NH2:1][C@H:2]([C:6]([NH:8][C@H:9]([C:17]([OH:19])=[O:18])[CH2:10][C:11]1[CH:12]=[CH:13][CH:14]=[CH:15][CH:16]=1)=[O:7])[CH:3]([CH3:5])[CH3:4].[N:30]1([NH-:36])[CH2:35][CH2:34][O:33][CH2:32][CH2:31]1 |f:0.1,4.5|. Yields the product N[C@@H](C(C)C)C(=O)N[C@@H](CC1=CC=CC=C1)C(=O)O.N1(CCOCC1)[NH-] (H-(L)-Val-(L)-Phe morpholin-4-ylamide). Procedure: In a manner analogous to Example 1 e), 3.9 g of Z-(L)-Val-(L)-Phe-morpholin-4-ylamide in 150 ml of methanol are converted by hydrogenolysis over 0.5 g of 10% Pd/C into the crude title compound, which is purified by column chromatography (SiO2, methylene chloride→methylene chloride/methanol: 97.5 to 2.5 (v/v)). TLC Rf (D)=0.4. Solvent: CO (methanol). The reagents and catalysts are [Pd] (Pd/C). The reactants are N([C@@H](C(C)C)C(=O)N[C@@H](CC1=CC=CC=C1)C(=O)O)C(=O)OCC1=CC=CC=C1.N1(CCOCC1)[NH-] (Z-(L)-Val-(L)-Phe morpholin-4-ylamide). Reactants: Fc1cc(Cl)cc(Br)c1-c1nn[nH]n1, CI, [K+], [K+], O=C([O-])[O-], CN(C)C=O. Yields the product Cn1nnnc1-c1c(F)cc(Cl)cc1Br. As a reaction SMILES: [Br:1][c:2]1[c:3](-[c:10]2[n:11][n:12][nH:13][n:14]2)[c:4]([F:9])[cH:5][c:6]([Cl:8])[cH:7]1.[I:21][CH3:22].[K+:15].[K+:16].[O-:17][C:18]([O-:19])=[O:20].[O:23]=[CH:24][N:25]([CH3:26])[CH3:27]>>[Br:1][c:2]1[c:3](-[c:10]2[n:11][n:12][n:13][n:14]2[CH3:18])[c:4]([F:9])[cH:5][c:6]([Cl:8])[cH:7]1. Reactants: C(C)(C)C1CC(CC(C1)=O)=O (5-isopropyl1,3-cyclohexanedione), C1(=CC=CC=C1)S(=O)(=O)N=C=O (benzenesulfonylisocyanate). The solvent is C1=CC=CC=C1 (benzene). The product is C(C)(C)C1CC(C(C(C1)=O)C(NS(=O)(=O)C1=CC=CC=C1)=O)=O (5-ISOPROPYL-2-(N-BENZENESULFONYLCARBAMOYL)-1,3-CYCLOHEXANEDIONE). Reaction SMILES: [CH:1]([CH:4]1[CH2:9][C:8](=[O:10])[CH2:7][C:6](=[O:11])[CH2:5]1)([CH3:3])[CH3:2].[C:12]1([S:18]([N:21]=[C:22]=[O:23])(=[O:20])=[O:19])[CH:17]=[CH:16][CH:15]=[CH:14][CH:13]=1>C1C=CC=CC=1>[CH:1]([CH:4]1[CH2:5][C:6](=[O:11])[CH:7]([C:22](=[O:23])[NH:21][S:18]([C:12]2[CH:17]=[CH:16][CH:15]=[CH:14][CH:13]=2)(=[O:19])=[O:20])[C:8](=[O:10])[CH2:9]1)([CH3:3])[CH3:2]. Procedure details: Reaction of equimolar amounts of 5-isopropyl1,3-cyclohexanedione with benzenesulfonylisocyanate in benzene according to the procedure of Example 1 affords 5-ISOPROPYL-2-(N-BENZENESULFONYLCARBAMOYL)-1,3-CYCLOHEXANEDIONE, m.p. 112.5°-114° C. (corr.). The reactants are CC(C)(C)[Si](C)(C)Cl, CC(C)C(CO)Nc1c([N+](=O)[O-])cnc2ccccc12, CN(C)c1ccncc1, c1ccncc1. The product is CC(C)C(CO[Si](C)(C)C(C)(C)C)Nc1c([N+](=O)[O-])cnc2ccccc12. Reaction SMILES: [C:21]([CH3:22])([CH3:23])([CH3:24])[Si:25]([CH3:26])([CH3:27])[Cl:28].[CH3:1][CH:2]([CH:3]([CH2:4][OH:5])[NH:6][c:7]1[c:8]([N+:17](=[O:18])[O-:19])[cH:9][n:10][c:11]2[cH:12][cH:13][cH:14][cH:15][c:16]12)[CH3:20].[CH3:35][N:36]([CH3:37])[c:38]1[cH:39][cH:40][n:41][cH:42][cH:43]1.[cH:29]1[cH:30][cH:31][n:32][cH:33][cH:34]1>>[CH3:1][CH:2]([CH:3]([CH2:4][O:5][Si:25]([C:21]([CH3:22])([CH3:23])[CH3:24])([CH3:26])[CH3:27])[NH:6][c:7]1[c:8]([N+:17](=[O:18])[O-:19])[cH:9][n:10][c:11]2[cH:12][cH:13][cH:14][cH:15][c:16]12)[CH3:20].